This data is from the Open Reaction Database (ORD), a public repository of structured organic reaction records. The task is: describe an organic reaction: reactants, conditions, products, and yield The product is CC12CCC(=O)C=C1CCC1C2C(F)CC2(C)C(O)CCC12. Reaction SMILES: [C:2]([O:3][Al:4]([O:5][C:6]([CH3:7])([CH3:8])[CH3:9])[O:10][C:11]([CH3:12])([CH3:13])[CH3:14])([CH3:15])([CH3:16])[CH3:17].[F:19][CH:20]1[CH:21]2[C:22]3([CH3:40])[CH2:23][CH2:24][C:25](=[O:39])[CH:26]=[C:27]3[CH2:28][CH2:29][CH:30]2[CH:31]2[CH2:32][CH2:33][C:34](=[O:38])[C:35]2([CH3:36])[CH2:37]1.[H-:1].[Li+:18].[O:41]1[CH2:42][CH2:43][CH2:44][CH2:45]1>>[F:19][CH:20]1[CH:21]2[C:22]3([CH3:40])[CH2:23][CH2:24][C:25](=[O:39])[CH:26]=[C:27]3[CH2:28][CH2:29][CH:30]2[CH:31]2[CH2:32][CH2:33][CH:34]([OH:38])[C:35]2([CH3:36])[CH2:37]1. Reactants: CC(C)(C)O[Al](OC(C)(C)C)OC(C)(C)C, CC12CC(F)C3C(CCC4=CC(=O)CCC43C)C1CCC2=O, [H-], [Li+], C1CCOC1. Starting materials: OC1=CC=C(C=C1)CCN1C=CC2=CC=CC(=C12)O[C@H]1[C@H](OC(C(C)(C)C)=O)[C@@H](OC(C(C)(C)C)=O)[C@H](OC(C(C)(C)C)=O)[C@H](O1)COC(C(C)(C)C)=O (1-[2-(4-hydroxyphenyl)ethyl]-7-(2,3,4,6-tetra-O-pivaloyl-β-D-glucopyranosyloxy)-1H-indole), C([O-])([O-])=O.[Cs+].[Cs+] (cesium carbonate), CI (methyl iodide). Run in CC(=O)C (acetone). Reaction conditions: time 8 hour. The product is COC1=CC=C(C=C1)CCN1C=CC2=CC=CC(=C12)O[C@H]1[C@H](OC(C(C)(C)C)=O)[C@@H](OC(C(C)(C)C)=O)[C@H](OC(C(C)(C)C)=O)[C@H](O1)COC(C(C)(C)C)=O (1-[2-(4-methoxyphenyl)ethyl]-7-(2,3,4,6-tetra-O-pivaloyl-β-D-glucopyranosyloxy)-1H-indole). Isolated yield 100.1%. RXN SMILES: [OH:1][C:2]1[CH:7]=[CH:6][C:5]([CH2:8][CH2:9][N:10]2[C:18]3[C:13](=[CH:14][CH:15]=[CH:16][C:17]=3[O:19][C@@H:20]3[O:46][C@H:45]([CH2:47][O:48][C:49](=[O:54])[C:50]([CH3:53])([CH3:52])[CH3:51])[C@@H:37]([O:38][C:39](=[O:44])[C:40]([CH3:43])([CH3:42])[CH3:41])[C@H:29]([O:30][C:31](=[O:36])[C:32]([CH3:35])([CH3:34])[CH3:33])[C@H:21]3[O:22][C:23](=[O:28])[C:24]([CH3:27])([CH3:26])[CH3:25])[CH:12]=[CH:11]2)=[CH:4][CH:3]=1.[C:55](=O)([O-])[O-].[Cs+].[Cs+].CI>CC(C)=O>[CH3:55][O:1][C:2]1[CH:7]=[CH:6][C:5]([CH2:8][CH2:9][N:10]2[C:18]3[C:13](=[CH:14][CH:15]=[CH:16][C:17]=3[O:19][C@@H:20]3[O:46][C@H:45]([CH2:47][O:48][C:49](=[O:54])[C:50]([CH3:53])([CH3:52])[CH3:51])[C@@H:37]([O:38][C:39](=[O:44])[C:40]([CH3:41])([CH3:42])[CH3:43])[C@H:29]([O:30][C:31](=[O:36])[C:32]([CH3:33])([CH3:34])[CH3:35])[C@H:21]3[O:22][C:23](=[O:28])[C:24]([CH3:26])([CH3:27])[CH3:25])[CH:12]=[CH:11]2)=[CH:4][CH:3]=1 |f:1.2.3|. Reported procedure: A mixture of 1-[2-(4-hydroxyphenyl)ethyl]-7-(2,3,4,6-tetra-O-pivaloyl-β-D-glucopyranosyloxy)-1H-indole (50 mg), cesium carbonate (43 mg) and methyl iodide (0.008 mL) in acetone (2 mL) was stirred at room temperature overnight. The reaction mixture was purified by column chromatography on aminopropylated silica gel (eluent: n-hexane/ethyl acetate=5/1) to give 1-[2-(4-methoxyphenyl)ethyl]-7-(2,3,4,6-tetra-O-pivaloyl-β-D-glucopyranosyloxy)-1H-indole (51 mg). This material was dissolved in methanol ... Reactants: C(C)(C)(C)OC(NC1=C(C=C(C=C1)I)[N+](=O)[O-])=O ((4-Iodo-2-nitro-phenyl)-carbamic acid tert.-butyl ester), FC=1C=C(C=CC1)B(O)O (3-fluorobenzene boronic acid). Yields the product C(C)(C)(C)OC(NC1=C(C=C(C=C1)C1=CC(=CC=C1)F)[N+](=O)[O-])=O ((3′-Fluoro-3-nitro-biphenyl-4-yl)-carbamic acid tert.-butyl ester). As a reaction SMILES: [C:1]([O:5][C:6](=[O:18])[NH:7][C:8]1[CH:13]=[CH:12][C:11](I)=[CH:10][C:9]=1[N+:15]([O-:17])=[O:16])([CH3:4])([CH3:3])[CH3:2].[F:19][C:20]1[CH:21]=[C:22](B(O)O)[CH:23]=[CH:24][CH:25]=1>>[C:1]([O:5][C:6](=[O:18])[NH:7][C:8]1[CH:13]=[CH:12][C:11]([C:24]2[CH:23]=[CH:22][CH:21]=[C:20]([F:19])[CH:25]=2)=[CH:10][C:9]=1[N+:15]([O-:17])=[O:16])([CH3:4])([CH3:3])[CH3:2]. Reported procedure: Prepared from (4-iodo-2-nitro-phenyl)-carbamic acid tert.-butyl ester (Example A1) and 3-fluorobenzene boronic acid according to the general procedure B. Obtained as a yellow solid (3.87 g).